This data is from the Open Reaction Database (ORD), a public repository of structured organic reaction records. The task is: describe an organic reaction: reactants, conditions, products, and yield Starting materials: Cl, [Li+], C1CCOC1, [OH-], O, O, COC(=O)c1cn(-c2nccc3ccccc23)cc1C. The product is Cc1cn(-c2nccc3ccccc23)cc1C(=O)O. RXN SMILES: [ClH:24].[Li+:3].[O:25]1[CH2:26][CH2:27][CH2:28][CH2:29]1.[OH-:2].[OH2:1].[OH2:30].[c:4]1(-[n:14]2[cH:15][c:16]([C:20](=[O:21])[O:22][CH3:23])[c:17]([CH3:19])[cH:18]2)[n:5][cH:6][cH:7][c:8]2[cH:9][cH:10][cH:11][cH:12][c:13]12>>[c:4]1(-[n:14]2[cH:15][c:16]([C:20](=[O:21])[OH:22])[c:17]([CH3:19])[cH:18]2)[n:5][cH:6][cH:7][c:8]2[cH:9][cH:10][cH:11][cH:12][c:13]12. Reactants: O=C([O-])[O-], C1CCOC1, O=C(Nc1ccccc1N1CCCCC1)c1ccc(Br)o1, [Na+], [Na+], O, OB(O)c1ccccc1. The product is O=C(Nc1ccccc1N1CCCCC1)c1ccc(-c2ccccc2)o1. Reaction SMILES: [C:31](=[O:32])([O-:33])[O-:34].[CH2:37]1[O:38][CH2:39][CH2:40][CH2:41]1.[N:1]1([c:7]2[c:8]([NH:13][C:14](=[O:15])[c:16]3[o:17][c:18]([Br:21])[cH:19][cH:20]3)[cH:9][cH:10][cH:11][cH:12]2)[CH2:2][CH2:3][CH2:4][CH2:5][CH2:6]1.[Na+:35].[Na+:36].[OH2:42].[OH:22][B:23]([OH:24])[c:25]1[cH:26][cH:27][cH:28][cH:29][cH:30]1>>[N:1]1([c:7]2[c:8]([NH:13][C:14](=[O:15])[c:16]3[o:17][c:18](-[c:25]4[cH:26][cH:27][cH:28][cH:29][cH:30]4)[cH:19][cH:20]3)[cH:9][cH:10][cH:11][cH:12]2)[CH2:2][CH2:3][CH2:4][CH2:5][CH2:6]1. Reactants: C1COCCO1, COC(=O)Cc1cccc(-n2c(=O)c(Cc3ccccc3)nc3cccnc32)c1, CO, Cl, [Na+], [OH-]. Product: O=C(O)Cc1cccc(-n2c(=O)c(Cc3ccccc3)nc3cccnc32)c1. As a reaction SMILES: [CH2:35]1[O:36][CH2:37][CH2:38][O:39][CH2:40]1.[CH2:3]([c:4]1[cH:5][cH:6][cH:7][cH:8][cH:9]1)[c:10]1[n:11][c:12]2[c:13]([n:14](-[c:17]3[cH:18][c:19]([CH2:23][C:24](=[O:25])[O:26][CH3:27])[cH:20][cH:21][cH:22]3)[c:15]1=[O:16])[n:28][cH:29][cH:30][cH:31]2.[CH3:33][OH:34].[ClH:32].[Na+:2].[OH-:1]>>[CH2:3]([c:4]1[cH:5][cH:6][cH:7][cH:8][cH:9]1)[c:10]1[n:11][c:12]2[c:13]([n:14](-[c:17]3[cH:18][c:19]([CH2:23][C:24](=[O:25])[OH:26])[cH:20][cH:21][cH:22]3)[c:15]1=[O:16])[n:28][cH:29][cH:30][cH:31]2. Starting materials: O=C([O-])[O-], C=CCC(O)c1c(C)noc1-c1ccc(-c2ccc(C3(C(=O)OCC)CC3)cc2)cc1, [Cs+], [Cs+], FC(F)(F)c1ccc(I)cc1, CC(=O)[O-], CC(=O)[O-], [Pd+2]. Yields the product CCOC(=O)C1(c2ccc(-c3ccc(-c4onc(C)c4C(O)CC=Cc4ccc(C(F)(F)F)cc4)cc3)cc2)CC1. As a reaction SMILES: [C:43](=[O:44])([O-:45])[O-:46].[CH2:1]([CH3:2])[O:3][C:4](=[O:5])[C:6]1([c:9]2[cH:10][cH:11][c:12](-[c:15]3[cH:16][cH:17][c:18](-[c:21]4[c:22]([CH:27]([CH2:28][CH:29]=[CH2:30])[OH:31])[c:23]([CH3:26])[n:24][o:25]4)[cH:19][cH:20]3)[cH:13][cH:14]2)[CH2:7][CH2:8]1.[Cs+:47].[Cs+:48].[I:32][c:33]1[cH:34][cH:35][c:36]([C:39]([F:40])([F:41])[F:42])[cH:37][cH:38]1.[O-:50][C:51]([CH3:52])=[O:53].[O-:54][C:55]([CH3:56])=[O:57].[Pd+2:49]>>[CH2:1]([CH3:2])[O:3][C:4](=[O:5])[C:6]1([c:9]2[cH:10][cH:11][c:12](-[c:15]3[cH:16][cH:17][c:18](-[c:21]4[c:22]([CH:27]([CH2:28][CH:29]=[CH:30][c:33]5[cH:34][cH:35][c:36]([C:39]([F:40])([F:41])[F:42])[cH:37][cH:38]5)[OH:31])[c:23]([CH3:26])[n:24][o:25]4)[cH:19][cH:20]3)[cH:13][cH:14]2)[CH2:7][CH2:8]1.